From a dataset of the Open Reaction Database (ORD), a public repository of structured organic reaction records. describe an organic reaction: reactants, conditions, products, and yield The reactants are C1(=CC=CC=C1)C(CO)(C)O (2-phenylpropane-1,2-diol), CC(=O)OI1(C=2C=CC=CC2C(=O)O1)(OC(=O)C)OC(=O)C (Dess-Martin periodinane), CCOC(=O)C (EtOAc). The solvent is C(Cl)Cl (DCM), petroleum ether. Conditions: time 2 hour. Yields the product OC(C=O)(C)C1=CC=CC=C1 (2-hydroxy-2-phenylpropanal). Isolated yield 67.6%. As a reaction SMILES: [C:1]1([C:7]([OH:11])([CH3:10])[CH2:8][OH:9])[CH:6]=[CH:5][CH:4]=[CH:3][CH:2]=1.CC(OI1(OC(C)=O)(OC(C)=O)OC(=O)C2C=CC=CC1=2)=O.CCOC(C)=O>C(Cl)Cl>[OH:11][C:7]([C:1]1[CH:6]=[CH:5][CH:4]=[CH:3][CH:2]=1)([CH3:10])[CH:8]=[O:9]. Procedure details: To a solution of 2-phenylpropane-1,2-diol (3 g, 19.7 mmol) in DCM (60 mL) was added Dess-Martin periodinane (8.36 g, 19.7 mmol) at 0° C. The reaction mixture was stirred for 2 hours at ambient temperature. After completion of the reaction (monitored by TLC (TLC eluent: 30% EtOAc in petroleum ether)), the reaction mixture was quenched with saturated NaHCO3 solution and extracted with EtOAc. The organic layers were combined and washed with water, washed with saturated NaCl solution, and dried on a... The reactants are O=S1CCN(c2nc(Cl)nc3c(SCCCc4ccccc4)ncnc23)CC1, NCCO. Yields the product O=S1CCN(c2nc(NCCO)nc3c(SCCCc4ccccc4)ncnc23)CC1. Reaction SMILES: [Cl:1][c:2]1[n:3][c:4]([N:22]2[CH2:23][CH2:24][S:25](=[O:28])[CH2:26][CH2:27]2)[c:5]2[c:6]([n:7]1)[c:8]([S:12][CH2:13][CH2:14][CH2:15][c:16]1[cH:17][cH:18][cH:19][cH:20][cH:21]1)[n:9][cH:10][n:11]2.[OH:29][CH2:30][CH2:31][NH2:32]>>[c:2]1([NH:32][CH2:31][CH2:30][OH:29])[n:3][c:4]([N:22]2[CH2:23][CH2:24][S:25](=[O:28])[CH2:26][CH2:27]2)[c:5]2[c:6]([n:7]1)[c:8]([S:12][CH2:13][CH2:14][CH2:15][c:16]1[cH:17][cH:18][cH:19][cH:20][cH:21]1)[n:9][cH:10][n:11]2. Starting materials: C[C@H]1N(CCC1)CCC1=CC=C(C=C1)C1=CC=C(C=C1)CCC(=O)O ((R)-3-(4′-(2-(2-methylpyrrolidin-1-yl)ethyl)biphenyl-4-yl)propanoic acid), Cl (hydrogen chloride), CO (methanol). Conditions: temperature 60 celsius, time 2 hour. Yields the product C[C@H]1N(CCC1)CCC1=CC=C(C=C1)C1=CC=C(C=C1)CCC(=O)OC ((R)-Methyl 3-(4′-(2-(2-Methylpyrrolidin-1-yl)ethyl)biphenyl-4-yl)propanoate). RXN SMILES: [CH3:1][C@@H:2]1[CH2:6][CH2:5][CH2:4][N:3]1[CH2:7][CH2:8][C:9]1[CH:14]=[CH:13][C:12]([C:15]2[CH:20]=[CH:19][C:18]([CH2:21][CH2:22][C:23]([OH:25])=[O:24])=[CH:17][CH:16]=2)=[CH:11][CH:10]=1.Cl.[CH3:27]O>>[CH3:1][C@@H:2]1[CH2:6][CH2:5][CH2:4][N:3]1[CH2:7][CH2:8][C:9]1[CH:14]=[CH:13][C:12]([C:15]2[CH:16]=[CH:17][C:18]([CH2:21][CH2:22][C:23]([O:25][CH3:27])=[O:24])=[CH:19][CH:20]=2)=[CH:11][CH:10]=1. Procedure: To (R)-3-(4′-(2-(2-methylpyrrolidin-1-yl)ethyl)biphenyl-4-yl)propanoic acid (14.0 mg, 0.041 mmol, see Example 1.46 for preparation) was added 1.25M hydrogen chloride in methanol (0.996 mL, 1.245 mmol). The reaction was stirred at 60° C. for 2 h. The resulting mixture was concentrated and triturated with acetonitrile to give the title compound. LCMS m/z=352.4 [M+H]+; 1H NMR (400 MHz, CD3CN) δ ppm 1.24 (d, J=6.9 Hz, 0.5H), 1.56 (d, J=6.4 Hz, 2.5H), 1.76-1.90 (m, 1H), 1.99-2.14 (m, 2H), 2.23-2.38 (... Reactants: FC(OC=1C=C(C=CC1OC(F)F)C(CCC(=O)OC)(CCC(=O)OC)C#N)F (dimethyl 4-(3,4-bisdifluoromethoxyphenyl)-4-cyanopimelate), [H-].[Na+] (sodium hydride). Solvent: COCCOC (1,2-dimethoxyethane). The product is C(=O)(OC)C1C(CCC(C1)(C#N)C1=CC(=C(C=C1)OC(F)F)OC(F)F)=O (2-Carbomethoxy-4-(3,4-bisdifluoromethoxyphenyl)-4-cyanocyclohexan-1-one). Isolated yield 46.8%. RXN SMILES: [F:1][CH:2]([F:29])[O:3][C:4]1[CH:5]=[C:6]([C:14]([C:27]#[N:28])([CH2:21][CH2:22][C:23](OC)=[O:24])[CH2:15][CH2:16][C:17]([O:19][CH3:20])=[O:18])[CH:7]=[CH:8][C:9]=1[O:10][CH:11]([F:13])[F:12].[H-].[Na+]>COCCOC>[C:17]([CH:16]1[CH2:15][C:14]([C:6]2[CH:7]=[CH:8][C:9]([O:10][CH:11]([F:12])[F:13])=[C:4]([O:3][CH:2]([F:29])[F:1])[CH:5]=2)([C:27]#[N:28])[CH2:21][CH2:22][C:23]1=[O:24])([O:19][CH3:20])=[O:18] |f:1.2|. Procedure details: To a solution of dimethyl 4-(3,4-bisdifluoromethoxyphenyl)-4-cyanopimelate (45.32 g, 107 mmol) in dry 1,2-dimethoxyethane (450 mL) under an argon atmosphere was added sodium hydride (80% dispersion in mineral oil, 13 g, 432 mmol). The resulting mixture was refluxed for 1 h, was cooled to room temperature was quenched with water and was concentrated. The mixture was partitioned between ether and acidic brine, was extracted twice with ether, the organic layer was dried (magnesium sulfate) and the ... Reactants: C(C)(=O)OC(C(=C)C)O (2-methyl-2-propene-1,1-diol acetate), ClC1=CC=C(N)C=C1 (4-chloroaniline), aqueous solution, Cl (HCl), CC(C(O)O)=C (2-methyl-2-propene-1,1-diol), CC(C(O)O)=C (2-methyl-2-propene-1,1-diol). Solvent: O1CCOCC1 (dioxane), O1CCOCC1 (dioxane), O (water). Conditions: temperature 100 celsius, time 2 hour. Product: ClC=1C=C2C=C(C=NC2=CC1)C (6-chloro-3-methylquinoline). Yield: 47.3%. RXN SMILES: [Cl:1][C:2]1[CH:8]=[CH:7][C:5]([NH2:6])=[CH:4][CH:3]=1.Cl.C(O[CH:14](O)[C:15]([CH3:17])=[CH2:16])(=O)C.CC(=C)C(O)O>O1CCOCC1.O>[Cl:1][C:2]1[CH:8]=[C:7]2[C:5](=[CH:4][CH:3]=1)[N:6]=[CH:16][C:15]([CH3:17])=[CH:14]2. Procedure details: To a solution of 4-chloroaniline (9.59 g, 75.2 mmol) in dioxane (112 mL) was added a 6 M aqueous solution of HCl (180 mL). The reaction mixture was heated to 100° C. and a solution of 2-methyl-2-propene-1,1-diol acetate (15.5 g, 90.3 mmol) in dioxane (20 mL) was added dropwise during 1 h under an argon atmosphere. The reaction mixture was stirred for 2 h at 120° C. after which an aliquot was taken and analyzed by HPLC. Since some starting material was still left, the reaction mixture was cooled ...